describe an organic reaction: reactants, conditions, products, and yield From a dataset of the Open Reaction Database (ORD), a public repository of structured organic reaction records. The reactants are C[Si](CCOCN(C1=C(C(=NC=2N1N=CC2C=2C=NC(=CC2)C2=CC=CC=C2)C2CC1CCC(C2)N1C(=O)OC(C)(C)C)C(=C)OCC)COCC[Si](C)(C)C)(C)C (tert-butyl 3-(7-(bis((2-(trimethylsilyl)ethoxy)methyl)amino)-6-(1-ethoxyvinyl)-3-(6-phenylpyridin-3-yl)pyrazolo[1,5-a]pyrimidin-5-yl)-8-azabicyclo[3.2.1]octane-8-carboxylate), Cl (HCl), Cl (HCl). Run in O1CCOCC1 (dioxane), O (water), O1CCOCC1 (dioxane). Run at temperature 0 celsius, time 10 minute. The product is NC1=C(C(=NC=2N1N=CC2C=2C=NC(=CC2)C2=CC=CC=C2)C2CC1CCC(C2)N1)C(C)=O (1-(7-Amino-5-(-8-azabicyclo[3.2.1]octan-3-yl)-3-(6-phenylpyridin-3-yl)pyrazolo[1,5-a]pyrimidin-6-yl)ethanone), Cl (HCl). RXN SMILES: C[Si](C)(C)CCOC[N:7](COCC[Si](C)(C)C)[C:8]1[N:13]2[N:14]=[CH:15][C:16]([C:17]3[CH:18]=[N:19][C:20]([C:23]4[CH:28]=[CH:27][CH:26]=[CH:25][CH:24]=4)=[CH:21][CH:22]=3)=[C:12]2[N:11]=[C:10]([CH:29]2[CH2:35][CH:34]3[N:36](C(OC(C)(C)C)=O)[CH:31]([CH2:32][CH2:33]3)[CH2:30]2)[C:9]=1[C:44]([O:46]CC)=[CH2:45].[ClH:59]>O1CCOCC1.O>[NH2:7][C:8]1[N:13]2[N:14]=[CH:15][C:16]([C:17]3[CH:18]=[N:19][C:20]([C:23]4[CH:24]=[CH:25][CH:26]=[CH:27][CH:28]=4)=[CH:21][CH:22]=3)=[C:12]2[N:11]=[C:10]([CH:29]2[CH2:35][CH:34]3[NH:36][CH:31]([CH2:32][CH2:33]3)[CH2:30]2)[C:9]=1[C:44](=[O:46])[CH3:45].[ClH:59]. Procedure: To a mixture of tert-butyl 3-(7-(bis((2-(trimethylsilyl)ethoxy)methyl)amino)-6-(1-ethoxyvinyl)-3-(6-phenylpyridin-3-yl)pyrazolo[1,5-a]pyrimidin-5-yl)-8-azabicyclo[3.2.1]octane-8-carboxylate (1.1 g, 1.3 mmol) in dioxane (7 mL) was added 4 M HCl in water (2.6 ml) at 0° C. After stirring for 10 min at 0° C., 4 M HCl in dioxane (2.6 mL) was added. The reaction mixture was stirred at 0° C. for 30 min and the cooling bath was removed to warm it up to room temperature for 15 h, at which time LC/MS anal... The reactants are CC(=O)Cl, CN(C)C=O, CC(C)(C)C(=O)C(C(O)C(Cl)(Cl)Cl)n1cncn1. The product is CC(=O)OC(C(C(=O)C(C)(C)C)n1cncn1)C(Cl)(Cl)Cl. RXN SMILES: [CH3:1][C:2]([Cl:3])=[O:4].[CH3:23][N:24]([CH3:25])[CH:26]=[O:27].[Cl:5][C:6]([CH:7]([CH:8]([C:9]([C:10]([CH3:11])([CH3:12])[CH3:13])=[O:14])[n:15]1[n:16][cH:17][n:18][cH:19]1)[OH:20])([Cl:21])[Cl:22]>>[CH3:1][C:2](=[O:4])[O:20][CH:7]([C:6]([Cl:5])([Cl:21])[Cl:22])[CH:8]([C:9]([C:10]([CH3:11])([CH3:12])[CH3:13])=[O:14])[n:15]1[n:16][cH:17][n:18][cH:19]1. The reactants are CS(=O)(=O)NC1CCCCC1Nc1nc(Cl)ncc1Cl, CNC(=O)CN1CCc2ccc(N)cc2CC1. Yields the product CNC(=O)CN1CCc2ccc(Nc3ncc(Cl)c(NC4CCCCC4NS(C)(=O)=O)n3)cc2CC1. As a reaction SMILES: [Cl:18][c:19]1[n:20][cH:21][c:22]([Cl:37])[c:23]([NH:25][CH:26]2[CH:27]([NH:32][S:33](=[O:34])(=[O:35])[CH3:36])[CH2:28][CH2:29][CH2:30][CH2:31]2)[n:24]1.[NH2:1][c:2]1[cH:3][c:4]2[c:5]([cH:16][cH:17]1)[CH2:6][CH2:7][N:8]([CH2:11][C:12](=[O:13])[NH:14][CH3:15])[CH2:9][CH2:10]2>>[NH:1]([c:2]1[cH:3][c:4]2[c:5]([cH:16][cH:17]1)[CH2:6][CH2:7][N:8]([CH2:11][C:12](=[O:13])[NH:14][CH3:15])[CH2:9][CH2:10]2)[c:19]1[n:20][cH:21][c:22]([Cl:37])[c:23]([NH:25][CH:26]2[CH:27]([NH:32][S:33](=[O:34])(=[O:35])[CH3:36])[CH2:28][CH2:29][CH2:30][CH2:31]2)[n:24]1.